The task is: describe an organic reaction: reactants, conditions, products, and yield. This data is from the Open Reaction Database (ORD), a public repository of structured organic reaction records. Reactants: CC(C)=O, O=[Cr](=O)(O)O, C=CCCCC(c1ccccc1)(c1ccccc1)C(O)CC. The product is C=CCCCC(C(=O)CC)(c1ccccc1)c1ccccc1. As a reaction SMILES: [CH3:28][C:29](=[O:30])[CH3:31].[Cr:23]([OH:24])([OH:25])(=[O:26])=[O:27].[c:1]1([C:7]([CH:8]([CH2:9][CH3:10])[OH:11])([CH2:12][CH2:13][CH2:14][CH:15]=[CH2:16])[c:17]2[cH:18][cH:19][cH:20][cH:21][cH:22]2)[cH:2][cH:3][cH:4][cH:5][cH:6]1>>[c:1]1([C:7]([C:8]([CH2:9][CH3:10])=[O:11])([CH2:12][CH2:13][CH2:14][CH:15]=[CH2:16])[c:17]2[cH:18][cH:19][cH:20][cH:21][cH:22]2)[cH:2][cH:3][cH:4][cH:5][cH:6]1.